This data is from the Open Reaction Database (ORD), a public repository of structured organic reaction records. The task is: describe an organic reaction: reactants, conditions, products, and yield The reactants are C(C)(=O)C1=C2C=CC(NC2=CC(=C1)OCC1=CC=CC=C1)=O (5-acetyl-7-benzyloxy-1H-quinolin-2-one), ClCCCl (1,2-dichloroethane), N-benzyl-trimethylammonium dichloriodate. Solvent: C(C)(=O)O (acetic acid), O (water), C([O-])(O)=O.[Na+] (sodium bicarbonate), S([O-])(O)=O.[Na+] (sodium bisulphite). Run at temperature 65 celsius, time 4.5 hour. The product is C(C1=CC=CC=C1)OC1=CC(=C2C=CC(NC2=C1)=O)C(CCl)=O (7-benzyloxy-5-(2-chloroacetyl)-1H-quinolin-2-one). RXN SMILES: [C:1]([C:4]1[CH:13]=[C:12]([O:14][CH2:15][C:16]2[CH:21]=[CH:20][CH:19]=[CH:18][CH:17]=2)[CH:11]=[C:10]2[C:5]=1[CH:6]=[CH:7][C:8](=[O:22])[NH:9]2)(=[O:3])[CH3:2].[Cl:23]CCCl>C(O)(=O)C.O.C(=O)(O)[O-].[Na+].S(=O)(O)[O-].[Na+]>[CH2:15]([O:14][C:12]1[CH:11]=[C:10]2[C:5]([CH:6]=[CH:7][C:8](=[O:22])[NH:9]2)=[C:4]([C:1](=[O:3])[CH2:2][Cl:23])[CH:13]=1)[C:16]1[CH:21]=[CH:20][CH:19]=[CH:18][CH:17]=1 |f:4.5,6.7|. Reported procedure: 5-acetyl-7-benzyloxy-1H-quinolin-2-one (7.0 g, 23.86 mmol) is dissolved in a mixture of 1,2-dichloroethane (147 mL), glacial acetic acid (43 mL) and water (7 mL) and combined with N-benzyl-trimethylammonium-dichloriodate (19.0 g, 54.58 mmol). The mixture is stirred for 4.5 hours at 65° C., then diluted with sodium bicarbonate solution and 5% sodium bisulphite solution and stirred for 5 minutes. The precipitate formed is filtered off, washed with water (2×20 mL) and dried in the oven. Yield: 6.0 ... Reactants: [BH3-]C#N, C=O, COc1ccc([N+](=O)[O-])cc1N(C)C1CCNCC1, CO, O=CO, [Na+]. The product is COc1ccc([N+](=O)[O-])cc1N(C)C1CCN(C)CC1. Reaction SMILES: [C:20]([BH3-:21])#[N:22].[CH2:27]=[O:28].[CH3:1][O:2][c:3]1[c:4]([N:12]([CH:13]2[CH2:14][CH2:15][NH:16][CH2:17][CH2:18]2)[CH3:19])[cH:5][c:6]([N+:9](=[O:10])[O-:11])[cH:7][cH:8]1.[CH3:29][OH:30].[CH:24]([OH:25])=[O:26].[Na+:23]>>[CH3:1][O:2][c:3]1[c:4]([N:12]([CH:13]2[CH2:14][CH2:15][N:16]([CH3:20])[CH2:17][CH2:18]2)[CH3:19])[cH:5][c:6]([N+:9](=[O:10])[O-:11])[cH:7][cH:8]1. Reactants: OC1=CC=C(C=C1)C=1NC(C2=CC(=CC=C2C1[N+](=O)[O-])OC)=O (3-(4-hydroxyphenyl)-7-methoxy-4-nitroisoquinolin-1(2H)-one), C(=O)([O-])[O-].[K+].[K+] (K2CO3). Run in CN(C)C=O (DMF), O (H2O). Run at time 18 hour. The product is C(OC(C)(C)C)(OC1=CC=C(C=C1)C=1NC(C2=CC(=CC=C2C1[N+](=O)[O-])OC)=O)=O (tert-butyl 4-(7-methoxy-4-nitro-1-oxo-1,2-dihydroisoquinolin-3-yl)phenyl carbonate). Yield: 100.0%. Reaction SMILES: [OH:1][C:2]1[CH:7]=[CH:6][C:5]([C:8]2[NH:9][C:10](=[O:23])[C:11]3[C:16]([C:17]=2[N+:18]([O-:20])=[O:19])=[CH:15][CH:14]=[C:13]([O:21][CH3:22])[CH:12]=3)=[CH:4][CH:3]=1.[C:24]([O-:27])([O-])=[O:25].[K+].[K+]>CN(C=O)C.O>[C:24](=[O:25])([O:1][C:2]1[CH:7]=[CH:6][C:5]([C:8]2[NH:9][C:10](=[O:23])[C:11]3[C:16]([C:17]=2[N+:18]([O-:20])=[O:19])=[CH:15][CH:14]=[C:13]([O:21][CH3:22])[CH:12]=3)=[CH:4][CH:3]=1)[O:27][C:5]([CH3:8])([CH3:6])[CH3:4] |f:1.2.3|. Procedure details: A solution of 3-(4-hydroxyphenyl)-7-methoxy-4-nitroisoquinolin-1(2H)-one (50.0 mg, 0.16 mmol, 1.0 eq.), K2CO3 (22.15 mg, 0.16 mmol, 1.0 eq.), and Boc2 (34.9 mg, 0.16 mmol, 1.0 eq.) in DMF (1 ml) degassed with argon in a sealed tube is stirred at a.t. for 18 hours. The reaction medium is diluted with H2O. The organic phases are extracted with ethyl acetate (twice), washed with a saturated solution of NaCl (twice), dried over MgSO4 then concentrated under reduced pressure, in order to obtain a pur... Starting materials: ClC=1C=C(C=C(C1)Cl)SC1=C(C(=NN1C1=CC=CC=C1)C)C(=O)C1=CC=CC=C1 ([5-(3,5-dichlorophenylthio)-3-methyl-1-phenyl-1H-pyrazol-4-yl]-phenyl-methanone), [BH4-].[Na+] (sodium borohydride). Run in CO (methanol), O (water). Product: ClC=1C=C(C=C(C1)Cl)SC1=C(C(=NN1C1=CC=CC=C1)C)C(O)C1=CC=CC=C1 ([5-(3,5-dichlorophenylthio)-3-methyl-1-phenyl-1H-pyrazol-4-yl]-phenyl-methanol). The yield is 83.6%. RXN SMILES: [Cl:1][C:2]1[CH:3]=[C:4]([S:9][C:10]2[N:14]([C:15]3[CH:20]=[CH:19][CH:18]=[CH:17][CH:16]=3)[N:13]=[C:12]([CH3:21])[C:11]=2[C:22]([C:24]2[CH:29]=[CH:28][CH:27]=[CH:26][CH:25]=2)=[O:23])[CH:5]=[C:6]([Cl:8])[CH:7]=1.[BH4-].[Na+]>CO.O>[Cl:8][C:6]1[CH:5]=[C:4]([S:9][C:10]2[N:14]([C:15]3[CH:16]=[CH:17][CH:18]=[CH:19][CH:20]=3)[N:13]=[C:12]([CH3:21])[C:11]=2[CH:22]([C:24]2[CH:25]=[CH:26][CH:27]=[CH:28][CH:29]=2)[OH:23])[CH:3]=[C:2]([Cl:1])[CH:7]=1 |f:1.2|. Procedure: A solution of 100 mg of [5-(3,5-dichlorophenylthio)-3-methyl-1-phenyl-1H-pyrazol-4-yl]-phenyl-methanone and 23 mg of sodium borohydride in 5 ml of methanol was stirred at rt for 17 h. The mixture was diluted with 4 ml of water and extracted four times with diethyl ether. Combined extracts were dried over magnesium sulphate, filtered and evaporated. The residue was purified by flash chromatography on silica gel using ethyl acetate/petroleum spirit 40°-60° C. for the elution to give 84 mg of [5-(3... Starting materials: O=C([O-])[O-], CI, Cc1cc([N+](=O)[O-])ccc1O, CC#N, [K+], [K+]. The product is COc1ccc([N+](=O)[O-])cc1C. RXN SMILES: [C:12](=[O:13])([O-:14])[O-:15].[CH3:18][I:19].[CH3:1][c:2]1[c:3]([OH:11])[cH:4][cH:5][c:6]([N+:8](=[O:9])[O-:10])[cH:7]1.[CH3:20][C:21]#[N:22].[K+:16].[K+:17]>>[CH3:1][c:2]1[c:3]([O:11][CH3:12])[cH:4][cH:5][c:6]([N+:8](=[O:9])[O-:10])[cH:7]1. Reactants: [NH4+].[Cl-] (NH4Cl), BrC1=CC=C(C=C1)C1=NSC2=C1C=CC(=C2)OCC(=O)N(C)OC (2-[3-(4-Bromo-phenyl)-benzo[d]isothiazol-6-yloxy]-N-methoxy-N-methyl-acetamide), C[Mg]Br (methylmagnesiumbromide). Solvent: C1CCOC1 (THF), C1CCOC1 (THF). Conditions: time 30 minute. Yields the product BrC1=CC=C(C=C1)C1=NSC2=C1C=CC(=C2)OCC(C)=O (1-[3-(4-Bromo-phenyl)-benzo[d]isothiazol-6-yloxy]-propan-2-one). The yield is 59.0%. As a reaction SMILES: [Br:1][C:2]1[CH:7]=[CH:6][C:5]([C:8]2[C:12]3[CH:13]=[CH:14][C:15]([O:17][CH2:18][C:19](N(OC)C)=[O:20])=[CH:16][C:11]=3[S:10][N:9]=2)=[CH:4][CH:3]=1.[CH3:25][Mg]Br.[NH4+].[Cl-]>C1COCC1>[Br:1][C:2]1[CH:7]=[CH:6][C:5]([C:8]2[C:12]3[CH:13]=[CH:14][C:15]([O:17][CH2:18][C:19](=[O:20])[CH3:25])=[CH:16][C:11]=3[S:10][N:9]=2)=[CH:4][CH:3]=1 |f:2.3|. Reported procedure: To 208 mg (0.51 mmol) 2-[3-(4-Bromo-phenyl)-benzo[d]isothiazol-6-yloxy]-N-methoxy-N-methyl-acetamide in 8 ml THF were added 0.51 ml 3M (1.53 mmol, 3 eq) methylmagnesiumbromide in THF at −75° C. The solution was slowly warmed to RT over night, a saturated aqueous solution of NH4Cl was added and the mixture stirred for 30 min. The phases were separated and the inorganic phase was extracted with EtOAc. The combined organic phases were dried over Na2SO4 and evaporated. Column chromatography on silic... Starting materials: CO, Cl, CC(=O)C=Cc1ccc(F)cc1, NO, [Na+], [OH-]. Yields the product CC(C=Cc1ccc(F)cc1)=NO. Reaction SMILES: [CH3:18][OH:19].[ClH:13].[F:1][c:2]1[cH:3][cH:4][c:5]([CH:8]=[CH:9][C:10]([CH3:11])=[O:12])[cH:6][cH:7]1.[NH2:14][OH:15].[Na+:17].[OH-:16]>>[F:1][c:2]1[cH:3][cH:4][c:5]([CH:8]=[CH:9][C:10]([CH3:11])=[N:14][OH:15])[cH:6][cH:7]1. Reaction SMILES: [C:3]([CH3:4])([CH3:5])([CH3:6])[O:7][C:8](=[O:9])[N:10]([CH2:11][CH2:12][C:13](=[O:14])[O:15][CH2:16][CH3:17])[CH3:18].[CH2:19]1[O:20][CH2:21][CH2:22][CH2:23]1.[CH3:24][CH2:25][OH:26].[Na+:2].[OH-:1].[OH2:27]>>[C:3]([CH3:4])([CH3:5])([CH3:6])[O:7][C:8](=[O:9])[N:10]([CH2:11][CH2:12][C:13](=[O:14])[OH:15])[CH3:18]. Yields the product CN(CCC(=O)O)C(=O)OC(C)(C)C. The reactants are CCOC(=O)CCN(C)C(=O)OC(C)(C)C, C1CCOC1, CCO, [Na+], [OH-], O. Starting materials: C(=O)(OCC)C1=CC2=C(N3C(=N2)CCC3)C=C1 (6-carbethoxy-2,3-dihydro-1H-pyrrolo [1,2-a]benzimidazole), C(C)(=O)O (acetic acid). Run in C(C)O (ethanol), [OH-].[Na+] (sodium hydroxide). Yields the product C(=O)(O)C1=CC2=C(N3C(=N2)CCC3)C=C1 (6-carboxy-2,3-dihydro-1H-pyrrolo[1,2-a]benzimidazole). Reaction SMILES: [C:1]([C:6]1[CH:17]=[CH:16][C:9]2[N:10]3[CH2:15][CH2:14][CH2:13][C:11]3=[N:12][C:8]=2[CH:7]=1)([O:3]CC)=[O:2].C(O)(=O)C>C(O)C.[OH-].[Na+]>[C:1]([C:6]1[CH:17]=[CH:16][C:9]2[N:10]3[CH2:15][CH2:14][CH2:13][C:11]3=[N:12][C:8]=2[CH:7]=1)([OH:3])=[O:2] |f:3.4|. Procedure: A solution of 5 g of 6-carbethoxy-2,3-dihydro-1H-pyrrolo [1,2-a]benzimidazole (1A06) in 15 cm3 of ethanol and 25 cm3 of 2,5 N sodium hydroxide are refluxed for 5 min. After cooling the reaction mixture is slightly acidified with diluted acetic acid and the precipitate formed is sucked off and washed with water and ethanol. Yield: 4 g. Melting point: 300°c. Starting materials: CC(=O)OC(C)=O, O=S(=O)(Cc1cc(F)ccc1C(F)(F)F)c1ccc(C(F)(F)F)cc1, CN(C)C=O, O. The product is C=C(c1cc(F)ccc1C(F)(F)F)S(=O)(=O)c1ccc(C(F)(F)F)cc1. As a reaction SMILES: [CH3:26][C:27]([O:28][C:29](=[O:30])[CH3:31])=[O:32].[F:1][c:2]1[cH:3][c:4]([CH2:12][S:13](=[O:14])(=[O:15])[c:16]2[cH:17][cH:18][c:19]([C:22]([F:23])([F:24])[F:25])[cH:20][cH:21]2)[c:5]([C:8]([F:9])([F:10])[F:11])[cH:6][cH:7]1.[O:34]=[CH:35][N:36]([CH3:37])[CH3:38].[OH2:33]>>[F:1][c:2]1[cH:3][c:4]([C:12]([S:13](=[O:14])(=[O:15])[c:16]2[cH:17][cH:18][c:19]([C:22]([F:23])([F:24])[F:25])[cH:20][cH:21]2)=[CH2:26])[c:5]([C:8]([F:9])([F:10])[F:11])[cH:6][cH:7]1.